Dataset: the Open Reaction Database (ORD), a public repository of structured organic reaction records. Task: describe an organic reaction: reactants, conditions, products, and yield Reaction SMILES: [CH2:1]([N:8]1[CH2:12][CH:11]([N:13](C(OC(C)(C)C)=O)[CH2:14][C:15]2[CH:20]=[CH:19][C:18]([F:21])=[CH:17][C:16]=2[F:22])[CH2:10][CH:9]1[C:30](O)=[O:31])[C:2]1[CH:7]=[CH:6][CH:5]=[CH:4][CH:3]=1.[F:33][C:34]1[CH:39]=[CH:38][C:37]([N:40]2[CH2:45][CH2:44][NH:43][CH2:42][CH2:41]2)=[CH:36][CH:35]=1>>[CH2:1]([N:8]1[CH2:12][C@@H:11]([NH:13][CH2:14][C:15]2[CH:20]=[CH:19][C:18]([F:21])=[CH:17][C:16]=2[F:22])[CH2:10][C@H:9]1[C:30]([N:43]1[CH2:44][CH2:45][N:40]([C:37]2[CH:36]=[CH:35][C:34]([F:33])=[CH:39][CH:38]=2)[CH2:41][CH2:42]1)=[O:31])[C:2]1[CH:7]=[CH:6][CH:5]=[CH:4][CH:3]=1. Reactants: C(C1=CC=CC=C1)N1C(CC(C1)N(CC1=C(C=C(C=C1)F)F)C(=O)OC(C)(C)C)C(=O)O (1-benzyl-4-[tert-butoxycarbonyl-(2,4-difluoro-benzyl)-amino]-pyrrolidine-2-carboxylic acid), FC1=CC=C(C=C1)N1CCNCC1 (1-(4-fluoro-phenyl)-piperazine). Reported procedure: As described for Example 1f, 1-benzyl-4-[tert-butoxycarbonyl-(2,4-difluoro-benzyl)-amino]-pyrrolidine-2-carboxylic acid (60.0 mg, 0.134 mmol) was converted, using 1-(4-fluoro-phenyl)-piperazine instead of 2-piperazin-1-yl-benzonitrile, to the title compound (7.6 mg, II %) as light yellow oil. MS m/e=509.4 [M+H]+. Yields the product C(C1=CC=CC=C1)N1[C@@H](C[C@@H](C1)NCC1=C(C=C(C=C1)F)F)C(=O)N1CCN(CC1)C1=CC=C(C=C1)F ([(2S,4S)-1-Benzyl-4-(2,4-difluoro-benzylamino)-pyrrolidin-2-yl]-[4-(4-fluoro-phenyl)-piperazin-1-yl]-methanone). Reactants: [K+].COC(=O)C1=CC=CC(=N1)C(=O)[O-] (6-[(methyloxy)carbonyl]-2-pyridinecarboxylate potassium salt), CN(C)C(=[N+](C)C)ON1C2=C(C=CC=C2)N=N1.[B-](F)(F)(F)F (TBTU), NCC1=C(C2=C(N=C1CC)N(N=C2)CC)NC2CCOCC2 (5-(aminomethyl)-1,6-diethyl-N-(tetrahydro-2H-pyran-4-yl)-1H-pyrazolo[3,4-b]pyridin-4-amine). Run in CN(C=O)C (N,N-dimethylformamide). The product is C(C)N1N=CC=2C1=NC(=C(C2NC2CCOCC2)CNC(=O)C2=CC=CC(=N2)C(=O)OC)CC (Methyl 6-[({[1,6-diethyl-4-(tetrahydro-2H-pyran-4-ylamino)-1H-pyrazolo[3,4-b]pyridin-5-yl]methyl}amino)carbonyl]-2-pyridinecarboxylate). RXN SMILES: [K+].[CH3:2][O:3][C:4]([C:6]1[N:11]=[C:10]([C:12]([O-:14])=O)[CH:9]=[CH:8][CH:7]=1)=[O:5].CN(C(ON1N=NC2C=CC=CC1=2)=[N+](C)C)C.[B-](F)(F)(F)F.[NH2:37][CH2:38][C:39]1[C:44]([CH2:45][CH3:46])=[N:43][C:42]2[N:47]([CH2:50][CH3:51])[N:48]=[CH:49][C:41]=2[C:40]=1[NH:52][CH:53]1[CH2:58][CH2:57][O:56][CH2:55][CH2:54]1>CN(C)C=O>[CH2:50]([N:47]1[C:42]2=[N:43][C:44]([CH2:45][CH3:46])=[C:39]([CH2:38][NH:37][C:12]([C:10]3[N:11]=[C:6]([C:4]([O:3][CH3:2])=[O:5])[CH:7]=[CH:8][CH:9]=3)=[O:14])[C:40]([NH:52][CH:53]3[CH2:54][CH2:55][O:56][CH2:57][CH2:58]3)=[C:41]2[CH:49]=[N:48]1)[CH3:51] |f:0.1,2.3|. Procedure: To a suspension of 6-[(methyloxy)carbonyl]-2-pyridinecarboxylate potassium salt (39.5 g, 180 mmol) in a 500 mL 3-neck flask was added N,N-dimethylformamide (DMF) (1,700 mL) followed by TBTU (60.4 g, 188 mmol) [still a suspension]. After 2 min the 5-(aminomethyl)-1,6-diethyl-N-(tetrahydro-2H-pyran-4-yl)-1H-pyrazolo[3,4-b]pyridin-4-amine (55.6 g, 164 mmol) was added as a solid and after 15 min nearly all the material had gone into solution. After 2.5 h the slightly cloudy mixture was evaporated of... The reactants are CS(=O)(=O)[O-].C(C=C)[C@@]1(C2=[N+]([C@@H]([C@H](C1)C1=CC(=CC(=C1)F)Cl)C1=CC=C(C=C1)Cl)[C@H](CO2)CC)C ((3S,5S,6R,8S)-8-Allyl-6-(3-chloro-5-fluorophenyl)-5-(4-chlorophenyl)-3-ethyl-8-methyl-2,3,5,6,7,8-hexahydrooxazolo[3,2-a]pyridin-4-ium methanesulfonate), CS(=O)O (methanesulfinic acid), [Na] (sodium). The solvent is CC#N (MeCN). Conditions: temperature 114 celsius, time 2 day. The product is C(C=C)[C@@]1(C(N([C@@H]([C@H](C1)C1=CC(=CC(=C1)F)Cl)C1=CC=C(C=C1)Cl)[C@H](CS(=O)(=O)C)CC)=O)C ((3S,5R,6S)-3-Allyl-5-(3-chloro-5-fluorophenyl)-6-(4-chlorophenyl)-3-methyl-1-((S)-1-(methylsulfonyl)butan-2-yl)piperidin-2-one). As a reaction SMILES: [CH3:1][S:2]([O-:5])(=O)=[O:3].[CH2:6]([C@@:9]1([CH3:35])[CH2:14][C@H:13]([C:15]2[CH:20]=[C:19]([F:21])[CH:18]=[C:17]([Cl:22])[CH:16]=2)[C@@H:12]([C:23]2[CH:28]=[CH:27][C:26]([Cl:29])=[CH:25][CH:24]=2)[N+:11]2[C@@H:30]([CH2:33][CH3:34])[CH2:31][O:32][C:10]1=2)[CH:7]=[CH2:8].CS(O)=O.[Na]>CC#N>[CH2:6]([C@@:9]1([CH3:35])[CH2:14][C@H:13]([C:15]2[CH:20]=[C:19]([F:21])[CH:18]=[C:17]([Cl:22])[CH:16]=2)[C@@H:12]([C:23]2[CH:24]=[CH:25][C:26]([Cl:29])=[CH:27][CH:28]=2)[N:11]([C@@H:30]([CH2:33][CH3:34])[CH2:31][S:2]([CH3:1])(=[O:5])=[O:3])[C:10]1=[O:32])[CH:7]=[CH2:8] |f:0.1,^1:39|. Procedure details: To a solution of (3S,5S,6R,8S)-8-allyl-6-(3-chloro-5-fluorophenyl)-5-(4-chlorophenyl)-3-ethyl-8-methyl-2,3,5,6,7,8-hexahydrooxazolo[3,2-a]pyridin-4-ium methanesulfonate (Example 395, step A, 100 mg, 0.184 mmol) in MeCN (1.8 mL) was added methanesulfinic acid, sodium salt (56.5 mg, 0.553 mmol). The mixture was heated to 114° C. After heating for 24 hours, the mixture was cooled to room temperature and stirred for 2 days. The mixture was partitioned between EtOAc and aq. NH4Cl. The organic layer w... Reactants: COC([C@H]([C@@H](C1=CC=C(C=C1)OC)SC1=C(C2=CC=CC=C2C=C1)N)O)=O ((±)-(R*,R*)-β-[(1-amino-2-naphthalenyl)thio]-α-hydroxy-4-methoxybenzenepropanoic acid methyl ester), C(C)O (ethanol), [OH-].[Na+] (sodium hydroxide). Run in O (water). The product is NC1=C(C=CC2=CC=CC=C12)S[C@@H]([C@@H](C(=O)O)O)C1=CC=C(C=C1)OC ((±)-(R*,R*)-β-[(1-amino-2-naphthalenyl)thio]-α-hydroxy-4-methoxybenzenepropanoic acid). Yield: 87.6%. Reaction SMILES: C[O:2][C:3](=[O:27])[C@@H:4]([OH:26])[C@H:5]([S:14][C:15]1[CH:24]=[CH:23][C:22]2[C:17](=[CH:18][CH:19]=[CH:20][CH:21]=2)[C:16]=1[NH2:25])[C:6]1[CH:11]=[CH:10][C:9]([O:12][CH3:13])=[CH:8][CH:7]=1.C(O)C.[OH-].[Na+]>O>[NH2:25][C:16]1[C:17]2[C:22](=[CH:21][CH:20]=[CH:19][CH:18]=2)[CH:23]=[CH:24][C:15]=1[S:14][C@H:5]([C:6]1[CH:7]=[CH:8][C:9]([O:12][CH3:13])=[CH:10][CH:11]=1)[C@H:4]([OH:26])[C:3]([OH:27])=[O:2] |f:2.3|. Reported procedure: A mixture of 6.6 g (0.017 mol) of (±)-(R*,R*)-β-[(1-amino-2-naphthalenyl)thio]-α-hydroxy-4-methoxybenzenepropanoic acid methyl ester, 45 ml ethanol and 100 ml 1N sodium hydroxide was heated at reflux for 30 minutes. The reaction mixture was cooled to room temperature, diluted with water (50 ml) and extracted with ether. The aqueous solution was chilled, then neutralized with acetic acid and extracted with ethyl acetate (3×60 ml). The combined extracts were washed with water (50 ml) and dried (Mg... Starting materials: [NH4+].[Cl-] (NH4Cl), [Si](C)(C)(C(C)(C)C)OCC=1SC=CN1 (2-((tert-butyldimethylsilyloxy)methyl)thiazole), [Sn](CCCC)(CCCC)(CCCC)Cl (Bu3SnCl), [Li]C(C)(C)C (t-BuLi). Yields the product [Si](C)(C)(C(C)(C)C)OCC=1SC(=CN1)[Sn](CCCC)(CCCC)CCCC (2-((tert-butyldimethylsilyloxy)methyl)-5-(tributylstannyl)thiazole). Reaction conditions: temperature -78 celsius, time 2 hour. Yield: 77.7%. Reported procedure: 2-((tert-butyldimethylsilyloxy)methyl)thiazole (8.0 g, 35 mmol) was dissolved in dry THF (350 mL) and the solution was cooled to −78° C. To this solution, t-BuLi (1.7 M, 25 mL, 42 mmol) was added dropwise. The reaction was warmed to −40° C. and stirred for 2 hours. Then, Bu3SnCl (14.6 g, 45 mmol) was added and the resulting mixture was allowed to warm to room temperature slowly and stirred for another 30 min. NH4Cl (aq.) was added to quench the reaction and extracted with EtOAc. The organics was... Solvent: C1CCOC1 (THF). Reaction SMILES: [Si:1]([O:8][CH2:9][C:10]1[S:11][CH:12]=[CH:13][N:14]=1)([C:4]([CH3:7])([CH3:6])[CH3:5])([CH3:3])[CH3:2].[Li]C(C)(C)C.[Sn:20](Cl)([CH2:29][CH2:30][CH2:31][CH3:32])([CH2:25][CH2:26][CH2:27][CH3:28])[CH2:21][CH2:22][CH2:23][CH3:24].[NH4+].[Cl-]>C1COCC1>[Si:1]([O:8][CH2:9][C:10]1[S:11][C:12]([Sn:20]([CH2:25][CH2:26][CH2:27][CH3:28])([CH2:29][CH2:30][CH2:31][CH3:32])[CH2:21][CH2:22][CH2:23][CH3:24])=[CH:13][N:14]=1)([C:4]([CH3:7])([CH3:5])[CH3:6])([CH3:2])[CH3:3] |f:3.4|. As a reaction SMILES: [CH3:14][N:15]1[CH2:16][CH2:17][NH:18][CH2:19][CH2:20]1.[CH:21]([Cl:22])([Cl:23])[Cl:24].[Cl:1][c:2]1[c:3]([CH3:13])[c:4]([Cl:12])[c:5]2[c:6]([n:7][c:8]([SH:10])[o:9]2)[cH:11]1>>[Cl:1][c:2]1[c:3]([CH3:13])[c:4]([Cl:12])[c:5]2[c:6]([n:7][c:8]([N:18]3[CH2:17][CH2:16][N:15]([CH3:14])[CH2:20][CH2:19]3)[o:9]2)[cH:11]1. Starting materials: CN1CCNCC1, ClC(Cl)Cl, Cc1c(Cl)cc2nc(S)oc2c1Cl. Yields the product Cc1c(Cl)cc2nc(N3CCN(C)CC3)oc2c1Cl. The reactants are C1CCOC1, C[S-], Clc1cc(Cl)nc(OCc2ccccc2)n1, [Na+]. Product: CSc1cc(Cl)nc(OCc2ccccc2)n1. Reaction SMILES: [CH2:20]1[O:21][CH2:22][CH2:23][CH2:24]1.[CH3:1][S-:2].[Cl:4][c:5]1[n:6][c:7]([O:12][CH2:13][c:14]2[cH:15][cH:16][cH:17][cH:18][cH:19]2)[n:8][c:9]([Cl:11])[cH:10]1.[Na+:3]>>[CH3:1][S:2][c:9]1[n:8][c:7]([O:12][CH2:13][c:14]2[cH:15][cH:16][cH:17][cH:18][cH:19]2)[n:6][c:5]([Cl:4])[cH:10]1. Starting materials: C(C1=CC=CC=C1)(=O)CCCC#N (4-benzoylbutyronitrile), [BH4-].[Li+] (lithium borohydride). Yields the product OC(CCCC#N)C1=CC=CC=C1 (5-hydroxy-5-phenylvaleronitrile). Reaction SMILES: [C:1]([CH2:9][CH2:10][CH2:11][C:12]#[N:13])(=[O:8])[C:2]1[CH:7]=[CH:6][CH:5]=[CH:4][CH:3]=1.[BH4-].[Li+]>>[OH:8][CH:1]([C:2]1[CH:3]=[CH:4][CH:5]=[CH:6][CH:7]=1)[CH2:9][CH2:10][CH2:11][C:12]#[N:13] |f:1.2|. Procedure: A mixture of 41 g. (0.25 mole) of 5-hydroxy-5-phenylvaleronitrile, obtained from 4-benzoylbutyronitrile by lithium borohydride reduction by the procedure of Colonge et. al., Bull. Soc. Chem. France, 2005-2011 (1966); Chem. Abstr., 65, 18547d (1966), and 0.30 mole of potassium hydroxide in 200 ml. of water was heated at reflux for eight hours. The mixture was cooled to room temperature and neutralized with 10 M hydrochloric acid, saturated with sodium chloride and extracted with ether several tim...